This data is from the Open Reaction Database (ORD), a public repository of structured organic reaction records. The task is: describe an organic reaction: reactants, conditions, products, and yield Reactants: ClCCl, CNN, O=C=Nc1nnc(C(F)(F)F)s1, NN. Yields the product CN(N)C(=O)Nc1nnc(C(F)(F)F)s1. As a reaction SMILES: [CH2:18]([Cl:19])[Cl:20].[CH3:1][NH:2][NH2:3].[F:4][C:5]([c:6]1[n:7][n:8][c:9]([N:11]=[C:12]=[O:13])[s:10]1)([F:14])[F:15].[NH2:16][NH2:17]>>[CH3:1][N:2]([NH2:3])[C:12]([NH:11][c:9]1[n:8][n:7][c:6]([C:5]([F:4])([F:14])[F:15])[s:10]1)=[O:13]. The reactants are CC(C)(C)O, CO, COc1ccc(CN2CC3CCC(C2)C3(Cl)c2cccc(OC)c2)cc1, [Na], C1COCCO1. Yields the product COc1ccc(CN2CC3CCC(C2)C3c2cccc(OC)c2)cc1. As a reaction SMILES: [C:27]([OH:28])([CH3:29])([CH3:30])[CH3:31].[CH3:33][OH:34].[Cl:1][C:2]1([c:19]2[cH:20][c:21]([O:25][CH3:26])[cH:22][cH:23][cH:24]2)[CH:3]2[CH2:4][N:5]([CH2:10][c:11]3[cH:12][cH:13][c:14]([O:17][CH3:18])[cH:15][cH:16]3)[CH2:6][CH:7]1[CH2:8][CH2:9]2.[Na:32].[O:35]1[CH2:36][CH2:37][O:38][CH2:39][CH2:40]1>>[CH:2]1([c:19]2[cH:20][c:21]([O:25][CH3:26])[cH:22][cH:23][cH:24]2)[CH:3]2[CH2:4][N:5]([CH2:10][c:11]3[cH:12][cH:13][c:14]([O:17][CH3:18])[cH:15][cH:16]3)[CH2:6][CH:7]1[CH2:8][CH2:9]2. Starting materials: CC(=O)NCC1CN(c2ccc(N3CCC(=C(C#N)C#N)CC3)c(F)c2)C(=O)O1, C[S+](C)(C)=O, CC(C)(C)[O-], CS(C)=O, [I-], [K+]. Product: CC(=O)NCC1CN(c2ccc(N3CCC4(CC3)CC4(C#N)C#N)c(F)c2)C(=O)O1. Reaction SMILES: [C:1](#[N:2])[C:3]([C:4]#[N:5])=[C:6]1[CH2:7][CH2:8][N:9]([c:12]2[c:13]([F:29])[cH:14][c:15]([N:18]3[C:19](=[O:28])[O:20][CH:21]([CH2:23][NH:24][C:25]([CH3:26])=[O:27])[CH2:22]3)[cH:16][cH:17]2)[CH2:10][CH2:11]1.[CH3:31][S+:32]([CH3:33])([CH3:34])=[O:35].[CH3:36][C:37]([CH3:38])([O-:39])[CH3:40].[CH3:42][S:43]([CH3:44])=[O:45].[I-:30].[K+:41]>>[C:1](#[N:2])[C:3]1([C:4]#[N:5])[C:6]2([CH2:7][CH2:8][N:9]([c:12]3[c:13]([F:29])[cH:14][c:15]([N:18]4[C:19](=[O:28])[O:20][CH:21]([CH2:23][NH:24][C:25]([CH3:26])=[O:27])[CH2:22]4)[cH:16][cH:17]3)[CH2:10][CH2:11]2)[CH2:31]1.